This data is from the Open Reaction Database (ORD), a public repository of structured organic reaction records. The task is: describe an organic reaction: reactants, conditions, products, and yield The reactants are C(C1=CC=CC=C1)(C1=CC=CC=C1)(C1=CC=CC=C1)NC1[C@@H]2N(C(C3(S2)CCCCC3)C(=O)OCC3=CC=CC=C3)C1=O (benzyl 6'-tritylamino-spiro[cyclohexane-1,2'-penam]-3'-carboxylate), O.C1(=CC=C(C=C1)S(=O)(=O)O)C (p-toluene-sulfonic acid monohydrate). Run in CC(=O)C (acetone), CC(=O)C (acetone). Conditions: time 2.5 hour. The product is C1(=CC=C(C=C1)S(=O)(=O)O)C.NC1[C@@H]2N(C(C3(S2)CCCCC3)C(=O)OCC3=CC=CC=C3)C1=O (benzyl 6'-amino-spiro[cyclohexane-1,2'-penam]-3'-carboxylate p-toluenesulfonate). The yield is 36.5%. Reaction SMILES: C([NH:20][CH:21]1[C:42](=[O:43])[N:23]2[CH:24]([C:32]([O:34][CH2:35][C:36]3[CH:41]=[CH:40][CH:39]=[CH:38][CH:37]=3)=[O:33])[C:25]3([CH2:31][CH2:30][CH2:29][CH2:28][CH2:27]3)[S:26][C@H:22]12)(C1C=CC=CC=1)(C1C=CC=CC=1)C1C=CC=CC=1.O.[C:45]1([CH3:55])[CH:50]=[CH:49][C:48]([S:51]([OH:54])(=[O:53])=[O:52])=[CH:47][CH:46]=1>CC(C)=O>[C:45]1([CH3:55])[CH:46]=[CH:47][C:48]([S:51]([OH:54])(=[O:52])=[O:53])=[CH:49][CH:50]=1.[NH2:20][CH:21]1[C:42](=[O:43])[N:23]2[CH:24]([C:32]([O:34][CH2:35][C:36]3[CH:37]=[CH:38][CH:39]=[CH:40][CH:41]=3)=[O:33])[C:25]3([CH2:27][CH2:28][CH2:29][CH2:30][CH2:31]3)[S:26][C@H:22]12 |f:1.2,4.5|. Reported procedure: To a magnetically stirred solution of 31.4 g. (0.0534 mole) of benzyl 6'-tritylamino-spiro[cyclohexane-1,2'-penam]-3'-carboxylate in 300 ml. of anhydrous acetone, there is added a solution of 10.2 g. (0.0535 mole) of p-toluene-sulfonic acid monohydrate in 300 ml. of anhydrous acetone. After stirring for 2.5 hours at ambient temperature, a precipitate is obtained which is removed by filtration, washed with acetone and then with diethyl ether and dried. 10.1 g. of benzyl 6'-amino-spiro[cyclohexane...